Dataset: the Open Reaction Database (ORD), a public repository of structured organic reaction records. Task: describe an organic reaction: reactants, conditions, products, and yield Starting materials: ClCCl, COc1ccc(CCN(C)CCCO)cc1OC, [Cl-], O=S(=O)(O)c1ccccc1. Yields the product COc1ccc(CCN(C)CCCCl)cc1OC. As a reaction SMILES: [CH2:30]([Cl:31])[Cl:32].[CH3:12][N:13]([CH2:14][CH2:15][c:16]1[cH:17][c:18]([O:24][CH3:25])[c:19]([O:22][CH3:23])[cH:20][cH:21]1)[CH2:26][CH2:27][CH2:28][OH:29].[Cl-:1].[c:2]1([S:3]([OH:4])(=[O:5])=[O:6])[cH:7][cH:8][cH:9][cH:10][cH:11]1>>[Cl:1][CH2:28][CH2:27][CH2:26][N:13]([CH3:12])[CH2:14][CH2:15][c:16]1[cH:17][c:18]([O:24][CH3:25])[c:19]([O:22][CH3:23])[cH:20][cH:21]1. Reactants: O=C([O-])[O-], C1COCCO1, Clc1cc(Cl)n2nc(-c3ccccc3)cc2n1, Cl, [K+], [K+], OC1CNC1. Product: OC1CN(c2cc(Cl)nc3cc(-c4ccccc4)nn23)C1. RXN SMILES: [C:24](=[O:25])([O-:26])[O-:27].[CH2:30]1[O:31][CH2:32][CH2:33][O:34][CH2:35]1.[Cl:1][c:2]1[n:3][c:4]2[n:5]([c:6]([Cl:8])[cH:7]1)[n:9][c:10](-[c:12]1[cH:13][cH:14][cH:15][cH:16][cH:17]1)[cH:11]2.[ClH:18].[K+:28].[K+:29].[OH:19][CH:20]1[CH2:21][NH:22][CH2:23]1>>[Cl:1][c:2]1[n:3][c:4]2[n:5]([c:6]([N:22]3[CH2:21][CH:20]([OH:19])[CH2:23]3)[cH:7]1)[n:9][c:10](-[c:12]1[cH:13][cH:14][cH:15][cH:16][cH:17]1)[cH:11]2. Reactants: CC(C)(C)c1cccc(C(C)(C)C)c1O, CC(=O)O, O=CO, ClC(Cl)Cl, O, OCC=Cc1ccccc1. Yields the product CC(C)(C)c1cc(CC=Cc2ccccc2)cc(C(C)(C)C)c1O. Reaction SMILES: [C:11]([CH3:12])([CH3:13])([CH3:14])[c:15]1[c:16]([OH:25])[c:17]([C:21]([CH3:22])([CH3:23])[CH3:24])[cH:18][cH:19][cH:20]1.[CH3:30][C:31](=[O:32])[OH:33].[CH:27]([OH:28])=[O:29].[CH:34]([Cl:35])([Cl:36])[Cl:37].[OH2:26].[OH:1][CH2:2][CH:3]=[CH:4][c:5]1[cH:6][cH:7][cH:8][cH:9][cH:10]1>>[CH2:2]([CH:3]=[CH:4][c:5]1[cH:6][cH:7][cH:8][cH:9][cH:10]1)[c:19]1[cH:18][c:17]([C:21]([CH3:22])([CH3:23])[CH3:24])[c:16]([OH:25])[c:15]([C:11]([CH3:12])([CH3:13])[CH3:14])[cH:20]1.